Dataset: the Open Reaction Database (ORD), a public repository of structured organic reaction records. Task: describe an organic reaction: reactants, conditions, products, and yield The reactants are C(=O)C1CCN(CC1)C(=O)OC(C)(C)C (tert-butyl 4-formylpiperidine-1-carboxylate), CC(C)([O-])C.[K+] (potassium tert-butoxide), C(#N)CP(OCC)(OCC)=O (diethyl cyanomethylphosphonate). Run in O1CCCC1 (tetrahydrofuran), O1CCCC1 (tetrahydrofuran), O1CCCC1 (tetrahydrofuran). Conditions: time 8 hour. Product: C(#N)C=CC1CCN(CC1)C(=O)OC(C)(C)C (tert-butyl 4-(2-cyanovinyl)piperidine-1-carboxylate). The yield is 93.8%. RXN SMILES: CC(C)([O-])C.[K+].[C:7]([CH2:9]P(=O)(OCC)OCC)#[N:8].[CH:18]([CH:20]1[CH2:25][CH2:24][N:23]([C:26]([O:28][C:29]([CH3:32])([CH3:31])[CH3:30])=[O:27])[CH2:22][CH2:21]1)=O>O1CCCC1>[C:7]([CH:9]=[CH:18][CH:20]1[CH2:25][CH2:24][N:23]([C:26]([O:28][C:29]([CH3:32])([CH3:31])[CH3:30])=[O:27])[CH2:22][CH2:21]1)#[N:8] |f:0.1|. Procedure details: To a solution of 1.0 M of potassium tert-butoxide in tetrahydrofuran (24.6 mL) at 0° C. was added dropwise a solution of diethyl cyanomethylphosphonate (4.18 mL, 0.0258 mol) in tetrahydrofuran (31.40 mL). The reaction was warmed to room temperature and then cooled to 0° C. again. To the reaction mixture was added a solution of tert-butyl 4-formylpiperidine-1-carboxylate (5.0 g, 0.023 mol) in tetrahydrofuran (6.28 mL). The reaction was allowed to warm up to room temperature and stirred at room te... Reactants: C1(C=2C(C(=O)O1)=CC=CC2)=O (phthalic anhydride), S(=O)(=O)([O-])[O-].O[NH3+].O[NH3+] (hydroxylammonium sulfate). Run in O (water). Conditions: temperature 130 celsius. Product: ON1C(C=2C(C1=O)=CC=CC2)=O (N-hydroxyphthalimide). RXN SMILES: [C:1]1(=O)[O:6][C:4](=[O:5])[C:3]2=[CH:7][CH:8]=[CH:9][CH:10]=[C:2]12.S([O-])([O-])(=O)=O.[OH:17][NH3+:18].O[NH3+]>O>[OH:17][N:18]1[C:4](=[O:5])[C:3]2=[CH:7][CH:8]=[CH:9][CH:10]=[C:2]2[C:1]1=[O:6] |f:1.2.3|. Procedure: 0.15 g (1.0 mmol) of phthalic anhydride was mixed with 0.2 to 1 equivalent of hydroxylammonium sulfate (see Table 1) and, optionally after the addition of water (see Table 1), heated to 130° C. in a sealed ampoule. The reaction times were varied for the individual mixtures in accordance with Table 1. The cooled reaction mixture was dissolved in d6-DMSO and analyzed using 1H-NMR spectroscopy. The yields are given in each case in Table 1. Reactants: C(C)OP(OCC)(=O)CN1C(C(NC2=CC(=C(C=C12)F)[N+](=O)[O-])=O)=O ((6-nitro-7-fluoro-1,2,3,4-tetrahydro-2,3-dioxoquinoxalin-1-yl)methanephosphonic acid diethyl ester), N1CCOCC1 (morpholine). Yields the product C(C)OP(OCC)(=O)CN1C(C(NC2=CC(=C(C=C12)N1CCOCC1)[N+](=O)[O-])=O)=O ((7-morpholino-6-nitro-1,2,3,4-tetrahydro-2,3-dioxoquinoxalin-1-yl)methanephosphonic acid diethyl ester). Yield: 181.8%. As a reaction SMILES: [CH2:1]([O:3][P:4]([CH2:9][N:10]1[C:19]2[C:14](=[CH:15][C:16]([N+:21]([O-:23])=[O:22])=[C:17](F)[CH:18]=2)[NH:13][C:12](=[O:24])[C:11]1=[O:25])(=[O:8])[O:5][CH2:6][CH3:7])[CH3:2].[NH:26]1[CH2:31][CH2:30][O:29][CH2:28][CH2:27]1>>[CH2:1]([O:3][P:4]([CH2:9][N:10]1[C:19]2[C:14](=[CH:15][C:16]([N+:21]([O-:23])=[O:22])=[C:17]([N:26]3[CH2:31][CH2:30][O:29][CH2:28][CH2:27]3)[CH:18]=2)[NH:13][C:12](=[O:24])[C:11]1=[O:25])(=[O:8])[O:5][CH2:6][CH3:7])[CH3:2]. Procedure details: 140 mg of (6-nitro-7-fluoro-1,2,3,4-tetrahydro-2,3-dioxoquinoxalin-1-yl)methanephosphonic acid diethyl ester is heated with 129 mg of morpholine for 1.5 hours to 120° C. bath temperature. After concentration by evaporation in a vacuum, the residue is chromatographed on silica gel with toluene:glacial acetic acid:water=10:10:1. After concentration by evaporation of the corresponding fractions, 300 mg of (7-morpholino-6-nitro-1,2,3,4-tetrahydro-2,3-dioxoquinoxalin-1-yl)methanephosphonic acid dieth... The reactants are CC(C)(C)OC(=O)Cn1cc(CC#N)c2c([N+](=O)[O-])cccc21, CCO, [H][H]. Yields the product CC(C)(C)OC(=O)Cn1cc(CC#N)c2c(N)cccc21. RXN SMILES: [C:1](#[N:2])[CH2:3][c:4]1[cH:5][n:6]([CH2:16][C:17](=[O:18])[O:19][C:20]([CH3:21])([CH3:22])[CH3:23])[c:7]2[cH:8][cH:9][cH:10][c:11]([N+:13]([O-:14])=[O:15])[c:12]12.[CH3:26][CH2:27][OH:28].[H:24][H:25]>>[C:1](#[N:2])[CH2:3][c:4]1[cH:5][n:6]([CH2:16][C:17](=[O:18])[O:19][C:20]([CH3:21])([CH3:22])[CH3:23])[c:7]2[cH:8][cH:9][cH:10][c:11]([NH2:13])[c:12]12.